Dataset: the Open Reaction Database (ORD), a public repository of structured organic reaction records. Task: describe an organic reaction: reactants, conditions, products, and yield Isolated yield 79.3%. Reaction conditions: time 2 hour. The solvent is CO (methanol). Reported procedure: A solution of 0.20 g (0.62 mmol) of the resultant compound of Example 187 in methanol was treated with sodium methoxide and stirred at ambient temperature for 2 h. The solvent was removed in vacuo, and the residue was acidified with IN HCl, extracted with chloroform, and concentrated to give 159 mg of the desired compound. Reaction SMILES: [CH2:1]([O:8][C:9]([N:11]1[CH:15]([CH2:16][CH2:17][CH2:18][CH2:19][C:20]([OH:22])=[O:21])[C:14](=[O:23])[O:13][CH2:12]1)=[O:10])[C:2]1[CH:7]=[CH:6][CH:5]=[CH:4][CH:3]=1.C[O-].[Na+]>CO>[CH2:1]([O:8][C:9]([NH:11][CH:15]([C:14]([O:13][CH3:12])=[O:23])[CH2:16][CH2:17][CH2:18][CH2:19][C:20]([OH:22])=[O:21])=[O:10])[C:2]1[CH:7]=[CH:6][CH:5]=[CH:4][CH:3]=1 |f:1.2|. Reactants: C(C1=CC=CC=C1)OC(=O)N1COC(C1CCCCC(=O)O)=O (3-Benzyloxycarbonyl-4-(4-carboxybutyl)oxazolidin-5-one), C[O-].[Na+] (sodium methoxide). Yields the product C(C1=CC=CC=C1)OC(=O)NC(CCCCC(=O)O)C(=O)OC (6-(Benzyloxycarbonyl)amino-6-methoxycarbonyl Hexanoic Acid).